Dataset: the Open Reaction Database (ORD), a public repository of structured organic reaction records. Task: describe an organic reaction: reactants, conditions, products, and yield Reactants: COC1NC(CCCC1)CC1=CC=CC=C1 (4,5,6,7-tetrahydro-2-methoxy-7-(phenylmethyl)-2H-azepine), [Cl-].[NH4+] (ammonium chloride). The solvent is CO (methanol). The product is Cl.C1(=CC=CC=C1)CC1CCCCC(N1)=N (hexahydro-7-(phenylmethyl)-2H-azepin-2-imine, monohydrochloride). Isolated yield 91.4%. As a reaction SMILES: CO[CH:3]1[CH2:9][CH2:8][CH2:7][CH2:6][CH:5]([CH2:10][C:11]2[CH:16]=[CH:15][CH:14]=[CH:13][CH:12]=2)[NH:4]1.[Cl-:17].[NH4+:18]>CO>[ClH:17].[C:11]1([CH2:10][CH:5]2[NH:4][C:3](=[NH:18])[CH2:9][CH2:8][CH2:7][CH2:6]2)[CH:16]=[CH:15][CH:14]=[CH:13][CH:12]=1 |f:1.2,4.5|. Procedure: The title product of Example 3 (0.30 g, 1.4 mmol) and 0.06 g (1.1 mmol) of ammonium chloride (NH4Cl) were refluxed in 13 mL of methanol (MeOH) under a nitrogen atmosphere for 19 h. After cooling the reaction to room temperature, it was filtered, stripped of all solvent under reduced pressure, and partitioned between 15 mL of water and 7 mL of CH2Cl2. The organic and aqueous phases were separated and the aqueous phase was washed with a 25 mL portion of EtOAc before it was lyophilized to provide 0...